This data is from the Open Reaction Database (ORD), a public repository of structured organic reaction records. The task is: describe an organic reaction: reactants, conditions, products, and yield The reactants are CC(C#Cc1ccc(Cc2ccc(F)cc2)s1)N(O)C(N)=O, CC(C#Cc1ccc(Cc2ccc(F)cc2)s1)N(O)C(N)=O. The product is CC(C=Cc1ccc(Cc2ccc(F)cc2)s1)N(O)C(N)=O. RXN SMILES: [F:1][c:2]1[cH:3][cH:4][c:5]([CH2:8][c:9]2[cH:10][cH:11][c:12]([C:14]#[C:15][CH:16]([CH3:17])[N:18]([C:19](=[O:20])[NH2:21])[OH:22])[s:13]2)[cH:6][cH:7]1.[F:23][c:24]1[cH:25][cH:26][c:27]([CH2:28][c:29]2[s:30][c:31]([C:32]#[C:33][CH:34]([N:35]([OH:36])[C:37]([NH2:38])=[O:39])[CH3:40])[cH:41][cH:42]2)[cH:43][cH:44]1>>[F:1][c:2]1[cH:3][cH:4][c:5]([CH2:8][c:9]2[cH:10][cH:11][c:12]([CH:14]=[CH:15][CH:16]([CH3:17])[N:18]([C:19](=[O:20])[NH2:21])[OH:22])[s:13]2)[cH:6][cH:7]1.